From a dataset of the Open Reaction Database (ORD), a public repository of structured organic reaction records. describe an organic reaction: reactants, conditions, products, and yield The reactants are FC=1C=C(C(C(=O)O[C@]23C=CC[C@H](CC2)N3C)(O)C3=CC(=C(C=C3)F)F)C=CC1F (tropenol 3,3′,4,4′-tetrafluorobenzilate), C(=O)(O)[O-].[Na+] (NaHCO3), COCCN(CCOC)S(F)(F)F (bis-(2-methoxyethyl)aminosulfur trifluoride), O (water). Run in ClCCl (dichloromethane), ClCCl (dichloromethane). Run at time 20 hour. Yields the product [C@@]12(C=CC[C@H](CC1)N2C)O.FC(C(=O)[O-])(C1=CC(=C(C=C1)F)F)C1=CC(=C(C=C1)F)F (tropenol 2-fluoro-2,2-bis(3,4-difluorophenyl)acetate). Reaction SMILES: COCCN(S(F)(F)[F:11])CCOC.[F:14][C:15]1[CH:16]=[C:17]([CH:40]=[CH:41][C:42]=1[F:43])[C:18]([C:32]1[CH:37]=[CH:36][C:35]([F:38])=[C:34]([F:39])[CH:33]=1)(O)[C:19]([O:21][C@@:22]12[N:29]([CH3:30])[C@@H:26]([CH2:27][CH2:28]1)[CH2:25][CH:24]=[CH:23]2)=[O:20].O.C([O-])(O)=O.[Na+]>ClCCl>[C@@:22]12([OH:21])[N:29]([CH3:30])[C@@H:26]([CH2:27][CH2:28]1)[CH2:25][CH:24]=[CH:23]2.[F:11][C:18]([C:32]1[CH:37]=[CH:36][C:35]([F:38])=[C:34]([F:39])[CH:33]=1)([C:17]1[CH:40]=[CH:41][C:42]([F:43])=[C:15]([F:14])[CH:16]=1)[C:19]([O-:21])=[O:20] |f:3.4,6.7|. Reported procedure: 2.66 g (0.012 mol) of bis-(2-methoxyethyl)aminosulfur trifluoride were placed in 10 mL of dichloromethane and within 20 minutes a solution of 0.01 mol of 5b in 65 mL of dichloromethane was added dropwise at 15° C.-20° C. The mixture is stirred for 20 hours at ambient temperature, cooled to 0° C. and carefully mixed with 80 mL of water with thorough stirring. The mixture is then carefully adjusted to pH 8 with aqueous NaHCO3 solution, the organic phase is separated off, the aqueous phase is extra... Yields the product CC1(C)CON(Cc2ccc(N3C(=O)C4=C(CCCC4)C3=O)cc2Cl)C1=O. Reactants: O=C1OC(=O)C2=C1CCCC2, ClCCl, CC(=O)O, CC1(C)CON(Cc2ccc(N)cc2Cl)C1=O. As a reaction SMILES: [C:18]1(=[O:28])[C:19]2=[C:20]([C:21](=[O:22])[O:23]1)[CH2:24][CH2:25][CH2:26][CH2:27]2.[CH2:29]([Cl:30])[Cl:31].[CH3:32][C:33](=[O:34])[OH:35].[NH2:1][c:2]1[cH:3][c:4]([Cl:17])[c:5]([CH2:8][N:9]2[O:10][CH2:11][C:12]([CH3:15])([CH3:16])[C:13]2=[O:14])[cH:6][cH:7]1>>[N:1]1([c:2]2[cH:3][c:4]([Cl:17])[c:5]([CH2:8][N:9]3[O:10][CH2:11][C:12]([CH3:15])([CH3:16])[C:13]3=[O:14])[cH:6][cH:7]2)[C:18](=[O:23])[C:19]2=[C:20]([C:21]1=[O:22])[CH2:24][CH2:25][CH2:26][CH2:27]2.